Dataset: the Open Reaction Database (ORD), a public repository of structured organic reaction records. Task: describe an organic reaction: reactants, conditions, products, and yield As a reaction SMILES: [C:1]1(P(C2C=CC=CC=2)C2C=CC=CC=2)[CH:6]=CC=C[CH:2]=1.N(C(OCC)=O)=NC(OCC)=O.[OH:32][C:33]1[C:42]2[C:37](=[N:38][CH:39]=[CH:40][CH:41]=2)[N:36]([CH2:43][CH2:44][CH:45]([CH3:47])[CH3:46])[C:35](=[O:48])[C:34]=1[C:49]1[NH:54][C:53]2[CH:55]=[CH:56][C:57]([NH:59][S:60](=[O:73])(=[O:72])[NH:61][C:62]([O:64][CH2:65][C:66]3[CH:71]=[CH:70][CH:69]=[CH:68][CH:67]=3)=[O:63])=[CH:58][C:52]=2[S:51](=[O:75])(=[O:74])[N:50]=1.C(O)CC.Cl>ClCCl>[OH:32][C:33]1[C:42]2[C:37](=[N:38][CH:39]=[CH:40][CH:41]=2)[N:36]([CH2:43][CH2:44][CH:45]([CH3:47])[CH3:46])[C:35](=[O:48])[C:34]=1[C:49]1[NH:54][C:53]2[CH:55]=[CH:56][C:57]([NH:59][S:60](=[O:73])(=[O:72])[N:61]([CH2:2][CH2:1][CH3:6])[C:62]([O:64][CH2:65][C:66]3[CH:71]=[CH:70][CH:69]=[CH:68][CH:67]=3)=[O:63])=[CH:58][C:52]=2[S:51](=[O:74])(=[O:75])[N:50]=1. Procedure: A solution of triphenylphosphine (1.5 eq) in dichloromethane is treated dropwise with diethyl azodicarboxylate (1.5 eq) at 25° C. The solution is allowed to stir for 10 min followed by the dropwise addition of a solution containing the product of Example 436 (1 eq) and n-propanol (1.1 eq) in dichloromethane. The resulting solution is stirred at 25° C. for 20 hours, followed by the addition of dichloromethane and 1N aqueous hydrochloric acid. The resulting organic layer is separated and dried ove... Yields the product OC1=C(C(N(C2=NC=CC=C12)CCC(C)C)=O)C1=NS(C2=C(N1)C=CC(=C2)NS(N(C(=O)OCC2=CC=CC=C2)CCC)(=O)=O)(=O)=O (benzyl 3-[3-(4-hydroxy-1-isopentyl-2-oxo-1,2-dihydro[1,8]naphthyridin-3-yl)-1,1-dioxido-4H-1,2,4-benzothiadiazin-7-yl]-1-propyldiazathiane-1-carboxylate 2,2-dioxide). Run at time 10 minute. Reactants: OC1=C(C(N(C2=NC=CC=C12)CCC(C)C)=O)C1=NS(C2=C(N1)C=CC(=C2)NS(NC(=O)OCC2=CC=CC=C2)(=O)=O)(=O)=O (benzyl 3-[3-(4-hydroxy-1-isopentyl-2-oxo-1,2-dihydro[1,8]naphthyridin-3-yl)-1,1-dioxido-4H-1,2,4-benzothiadiazin-7-yl]diazathiane-1-carboxylate 2,2-dioxide), C(CC)O (n-propanol), C1(=CC=CC=C1)P(C1=CC=CC=C1)C1=CC=CC=C1 (triphenylphosphine), N(=NC(=O)OCC)C(=O)OCC (diethyl azodicarboxylate), Cl (hydrochloric acid). The solvent is ClCCl (dichloromethane), ClCCl (dichloromethane), ClCCl (dichloromethane). Starting materials: C[Si](C)(C)Cl (Trimethylsilyl chloride), S1C(=CC=C1)C1CC(CC(C1)=O)=O (5-(thiophen-2-yl)-cyclohexane-1,3-dione), C(=O)C1=CC=C(C#N)C=C1 (4-formylbenzonitrile), FC(C=1C=C(C=CC1)NC(=O)N)(F)F (1-(3-(trifluoromethyl)phenyl)urea). The solvent is CN(C=O)C (N,N-dimethyl-formamide), C(C)#N (acetonitrile), O (water). Yields the product C(#N)C1=CC=C(C=C1)C(NC(=O)NC1=CC(=CC=C1)C(F)(F)F)C1=C(CC(CC1=O)C=1SC=CC1)O (1-((4-Cyanophenyl)(2-hydroxy-6-oxo-4-(thiophen-2-yl)cyclohex-1-enyl)methyl)3-(3-(trifluoromethyl) phenyl)urea). Reaction SMILES: C[Si](Cl)(C)C.[S:6]1[CH:10]=[CH:9][CH:8]=[C:7]1[CH:11]1[CH2:16][C:15](=[O:17])[CH2:14][C:13](=[O:18])[CH2:12]1.[CH:19]([C:21]1[CH:28]=[CH:27][C:24]([C:25]#[N:26])=[CH:23][CH:22]=1)=O.[F:29][C:30]([F:42])([F:41])[C:31]1[CH:32]=[C:33]([NH:37][C:38]([NH2:40])=[O:39])[CH:34]=[CH:35][CH:36]=1>CN(C)C=O.C(#N)C.O>[C:25]([C:24]1[CH:27]=[CH:28][C:21]([CH:19]([C:14]2[C:15](=[O:17])[CH2:16][CH:11]([C:7]3[S:6][CH:10]=[CH:9][CH:8]=3)[CH2:12][C:13]=2[OH:18])[NH:40][C:38]([NH:37][C:33]2[CH:34]=[CH:35][CH:36]=[C:31]([C:30]([F:41])([F:42])[F:29])[CH:32]=2)=[O:39])=[CH:22][CH:23]=1)#[N:26]. Procedure details: Trimethylsilyl chloride (216 μL, 1.70 mmol) is added to a solution of 5-(thiophen-2-yl)-cyclohexane-1,3-dione (300 mg, 1.54 mmol), 4-formylbenzonitrile (202 mg, 1.54 mmol) and 1-(3-(trifluoromethyl)phenyl)urea (315 mg, 1.54 mmol) in a mixture of N,N-dimethyl-formamide (1.2 mL) and acetonitrile (2.3 mL). The mixture is stirred at room temperature over night and poured into a mixture of water and ice. The precipitate is filtered and dried under reduced pressure. Yield: 444 mg; ESI mass spectrum [M...